This data is from the Open Reaction Database (ORD), a public repository of structured organic reaction records. The task is: describe an organic reaction: reactants, conditions, products, and yield The product is COS(=O)(=O)C(F)(F)F. Starting materials: COC(=O)OC, O=S(=O)(OS(=O)(=O)C(F)(F)F)C(F)(F)F, O=S(=O)(O)C(F)(F)F. Reaction SMILES: [CH3:24][O:25][C:26]([O:27][CH3:28])=[O:29].[F:1][C:2]([F:3])([F:4])[S:5](=[O:6])(=[O:7])[O:8][S:9]([C:10]([F:11])([F:12])[F:13])(=[O:14])=[O:15].[OH:16][S:17]([C:20]([F:18])([F:19])[F:21])(=[O:22])=[O:23]>>[F:1][C:2]([F:3])([F:4])[S:5](=[O:6])(=[O:7])[O:8][CH3:20]. Reactants: CSC1=CC=C(OC2=CC=C(C#N)C=C2)C=C1 (4-(4-(methylthio)phenoxy)benzonitrile), OO (hydrogen peroxide). Run in C(C)(=O)O (acetic acid). Run at temperature 50 celsius. The product is CS(=O)C1=CC=C(OC2=CC=C(C#N)C=C2)C=C1 (4-(4-(methylsulfinyl)phenoxy)benzonitrile). The yield is 95.6%. RXN SMILES: [CH3:1][S:2][C:3]1[CH:17]=[CH:16][C:6]([O:7][C:8]2[CH:15]=[CH:14][C:11]([C:12]#[N:13])=[CH:10][CH:9]=2)=[CH:5][CH:4]=1.[OH:18]O>C(O)(=O)C>[CH3:1][S:2]([C:3]1[CH:17]=[CH:16][C:6]([O:7][C:8]2[CH:15]=[CH:14][C:11]([C:12]#[N:13])=[CH:10][CH:9]=2)=[CH:5][CH:4]=1)=[O:18]. Procedure details: To a solution of 4.6 g (0.0191 mole) of 4-(4-(methylthio)phenoxy)benzonitrile dissolved in 50 ml of glacial acetic acid was added dropwise 2.38 g (0.0210 mole) of 30% aqueous hydrogen peroxide. The mixture was heated at 50° C. for 1 hr and most of the solvent removed in vacuo. The crude product was dissolved in CH2Cl2 and washed with 2 N aqueous NaOH and water. The organic layer was dried (Na2SO4) and solvent removed in vacuo leaving 4.7 g (95.9% yield) of 4-(4-(methylsulfinyl)phenoxy)benzonitri...